From a dataset of the Open Reaction Database (ORD), a public repository of structured organic reaction records. describe an organic reaction: reactants, conditions, products, and yield Yields the product C1(CCCC1)OC=1C=C(C=CC1OC)C1=CC(N(N=C1)C(CC)CC)=O (5-(3-(cyclopentyloxy)-4-methoxyphenyl)-2-(3-pentyl)pyridazin-3-one). As a reaction SMILES: [CH:1]1([O:6][C:7]2[CH:8]=[C:9]([C:15]3[CH:20]=[N:19][NH:18][C:17](=[O:21])[CH:16]=3)[CH:10]=[CH:11][C:12]=2[O:13][CH3:14])[CH2:5][CH2:4][CH2:3][CH2:2]1.[H-].[Na+].[CH3:24][CH2:25][CH:26](Br)[CH2:27][CH3:28]>CN(C)C=O>[CH:1]1([O:6][C:7]2[CH:8]=[C:9]([C:15]3[CH:20]=[N:19][N:18]([CH:26]([CH2:27][CH3:28])[CH2:25][CH3:24])[C:17](=[O:21])[CH:16]=3)[CH:10]=[CH:11][C:12]=2[O:13][CH3:14])[CH2:2][CH2:3][CH2:4][CH2:5]1 |f:1.2|. Conditions: time 1 hour. Run in CN(C=O)C (dimethylformamide). Reported procedure: To 5-(3-(cyclopentyloxy)-4-methoxyphenyl)pyridazin-3-one prepared in Working Example 5, sodium hydride was added and stirred for 1 hour. Then, 3-pentylbromide dissolved in dimethylformamide was added dropwise and stirred for 18 hours. The reaction mixture was poured into ice-cold water and extracted with ethyl acetate. The organic layer was washed with brine, and then dried over anhydrous sodium sulfate. The residue that had been filtered and concentrated was purified by flash chromatography to ... Starting materials: C1(CCCC1)OC=1C=C(C=CC1OC)C1=CC(NN=C1)=O (5-(3-(cyclopentyloxy)-4-methoxyphenyl)pyridazin-3-one), [H-].[Na+] (sodium hydride), CCC(CC)Br (3-pentylbromide). Starting materials: ClC(C(C1=C(C=CC(=C1)F)F)OC(C)=O)(Cl)Cl (Acetic acid 2,2,2-trichloro-1-(2,5-difluoro-phenyl)-ethyl ester). Reagents/catalysts: [Zn] (Zinc). Run in C(C)(=O)O (acetic acid), two. Conditions: time 30 minute. Yields the product ClC(=CC1=C(C=CC(=C1)F)F)Cl (2-(2,2-Dichloro-vinyl)-1,4-difluoro-benzene). Isolated yield 82.0%. As a reaction SMILES: [Cl:1][C:2](Cl)([Cl:16])[CH:3](OC(=O)C)[C:4]1[CH:9]=[C:8]([F:10])[CH:7]=[CH:6][C:5]=1[F:11]>C(O)(=O)C.[Zn]>[Cl:16][C:2]([Cl:1])=[CH:3][C:4]1[CH:9]=[C:8]([F:10])[CH:7]=[CH:6][C:5]=1[F:11]. Procedure details: The title compound of Example 36.1 (18.2 g, 59 mmol) was dissolved in acetic acid (95 mL) in a 500 mL two neck flask. Zinc powder (7.6 g, 116 mmol) was added in one portion. The temperature of the mixture reached 60° C. The reaction was complete after 30 min. The mixture was filtered and pentane (200 mL) and water (200 mL) were added. The phases were separated and the water phase washed once again with pentane. The organic phases were combined and washed with sodium hydrogen carbonate solution u... Reactants: D4, FC=1C=C(C=O)C=CC1F (3,4-difluorobenzaldehyde), FC(C=1C=C(C=CC1)O)(F)F (3-(trifluoromethyl)phenol). Product: FC=1C=C(C=O)C=CC1OC1=CC(=CC=C1)C(F)(F)F (3-fluoro-4-(3-(trifluoromethyl)phenoxy)benzaldehyde). As a reaction SMILES: [F:1][C:2]1[CH:3]=[C:4]([CH:7]=[CH:8][C:9]=1F)[CH:5]=[O:6].[F:11][C:12]([F:21])([F:20])[C:13]1[CH:14]=[C:15]([OH:19])[CH:16]=[CH:17][CH:18]=1>>[F:1][C:2]1[CH:3]=[C:4]([CH:7]=[CH:8][C:9]=1[O:19][C:15]1[CH:16]=[CH:17][CH:18]=[C:13]([C:12]([F:11])([F:20])[F:21])[CH:14]=1)[CH:5]=[O:6]. Reported procedure: The title compound was prepared by a procedure similar to that described for D4 starting from 3,4-difluorobenzaldehyde and 3-(trifluoromethyl)phenol. Starting materials: CC(C)(C)OC(=O)C=CC1C(C(=O)OCc2ccccc2)C1(C)C, Cc1ccccc1, Cc1ccc(S(=O)(=O)O)cc1. Product: CC1(C)C(C=CC(=O)O)C1C(=O)OCc1ccccc1. RXN SMILES: [CH3:1][C:2]1([CH3:24])[CH:3]([C:14](=[O:15])[O:16][CH2:17][c:18]2[cH:19][cH:20][cH:21][cH:22][cH:23]2)[CH:4]1[CH:5]=[CH:6][C:7]([O:8][C:9]([CH3:10])([CH3:11])[CH3:12])=[O:13].[CH3:36][c:37]1[cH:38][cH:39][cH:40][cH:41][cH:42]1.[c:25]1([CH3:26])[cH:27][cH:28][c:29]([S:30]([OH:31])(=[O:32])=[O:33])[cH:34][cH:35]1>>[CH3:1][C:2]1([CH3:24])[CH:3]([C:14](=[O:15])[O:16][CH2:17][c:18]2[cH:19][cH:20][cH:21][cH:22][cH:23]2)[CH:4]1[CH:5]=[CH:6][C:7](=[O:8])[OH:13].